Dataset: the Open Reaction Database (ORD), a public repository of structured organic reaction records. Task: describe an organic reaction: reactants, conditions, products, and yield Starting materials: FC1=CC=C(C=C1)O (4-fluorophenol), C(C)#N (acetonitrile), CS(=O)(=O)OC1CN(C1)C(C1=CC=CC=C1)C1=CC=CC=C1 (1-benzhydrylazetidin-3-yl methanesulfonate). Conditions: temperature 100 celsius, time 5 minute. The product is C(C1=CC=CC=C1)(C1=CC=CC=C1)N1CC(C1)OC1=CC=C(C=C1)F (1-benzhydryl-3-(4-fluorophenoxy)azetidine). RXN SMILES: [F:1][C:2]1[CH:7]=[CH:6][C:5]([OH:8])=[CH:4][CH:3]=1.C(#N)C.CS(O[CH:17]1[CH2:20][N:19]([CH:21]([C:28]2[CH:33]=[CH:32][CH:31]=[CH:30][CH:29]=2)[C:22]2[CH:27]=[CH:26][CH:25]=[CH:24][CH:23]=2)[CH2:18]1)(=O)=O>>[CH:21]([N:19]1[CH2:20][CH:17]([O:8][C:5]2[CH:6]=[CH:7][C:2]([F:1])=[CH:3][CH:4]=2)[CH2:18]1)([C:28]1[CH:29]=[CH:30][CH:31]=[CH:32][CH:33]=1)[C:22]1[CH:23]=[CH:24][CH:25]=[CH:26][CH:27]=1. Reported procedure: To a stirred solution of 4-fluorophenol (0.80 g, 7.16 mmol) in acetonitrile (15 ml) potassium carbonate (1.3 g, 9.30 mmol) was added followed by the addition of 1-benzhydrylazetidin-3-yl methanesulfonate (D19) (2.5 g, 7.87 mmol) and the mixture was stirred under microwave irradiation at 100° C. for 5 mins. The reaction mixture was evaporated in vacuo and the residue was taken up in a mixture diethylether/water (10 ml/10 ml). The aqueous layer was extracted with diethylether (2×10 ml). The organi... Product: COC([C@@H](C(CC1=CC=C(C=C1)C1=CC(=CC=C1)Cl)NC(=O)OC(C)(C)C)OC)=O ((R)-3-tert-butoxycarbonylamino-4-(3′-chloro-biphenyl-4-yl)-2-methoxy-butyric acid methyl ester). Reactants: IC (iodomethane), COC([C@@H](C(CC1=CC=C(C=C1)C1=CC(=CC=C1)Cl)NC(=O)OC(C)(C)C)O)=O ((R)-3-tert-butoxycarbonylamino-4-(3′-chloro-biphenyl-4-yl)-2-hydroxy-butyric acid methyl ester), IC (iodomethane). Solvent: CC#N (CH3CN). The reagents and catalysts are [Ag]=O (silver oxide), [Ag]=O (silver oxide). Reaction conditions: time 16 hour. Reaction SMILES: [CH3:1][O:2][C:3](=[O:29])[C@H:4]([OH:28])[CH:5]([NH:20][C:21]([O:23][C:24]([CH3:27])([CH3:26])[CH3:25])=[O:22])[CH2:6][C:7]1[CH:12]=[CH:11][C:10]([C:13]2[CH:18]=[CH:17][CH:16]=[C:15]([Cl:19])[CH:14]=2)=[CH:9][CH:8]=1.I[CH3:31]>CC#N.[Ag]=O>[CH3:1][O:2][C:3](=[O:29])[C@H:4]([O:28][CH3:31])[CH:5]([NH:20][C:21]([O:23][C:24]([CH3:25])([CH3:26])[CH3:27])=[O:22])[CH2:6][C:7]1[CH:12]=[CH:11][C:10]([C:13]2[CH:18]=[CH:17][CH:16]=[C:15]([Cl:19])[CH:14]=2)=[CH:9][CH:8]=1. Procedure details: To a solution of (R)-3-tert-butoxycarbonylamino-4-(3′-chloro-biphenyl-4-yl)-2-hydroxy-butyric acid methyl ester (610 mg, 1.45 mmol) in CH3CN (20 mL) are added iodomethane (0.545 mL, 8.72 mmol and silver oxide (1.35 g, 5.81 mmol). After being stirred at room temperature for 16 h, additional iodomethane (0.545 mL, 8.72 mmol) and silver oxide (1.35 g, 5.81 mmol) are added and stirred for 3 days. The reaction mixture is filtered through celite pad and the filtrate is washed with brine. The organic l... The reactants are CC(C)Br, FC(F)(F)c1cc(Br)c2cc[nH]c2c1, [H-], [Na+], CN(C)C=O. Product: CC(C)n1ccc2c(Br)cc(C(F)(F)F)cc21. RXN SMILES: [Br:17][CH:18]([CH3:19])[CH3:20].[Br:1][c:2]1[c:3]2[cH:4][cH:5][nH:6][c:7]2[cH:8][c:9]([C:11]([F:12])([F:13])[F:14])[cH:10]1.[H-:15].[Na+:16].[O:21]=[CH:22][N:23]([CH3:24])[CH3:25]>>[Br:1][c:2]1[c:3]2[cH:4][cH:5][n:6]([CH:18]([CH3:19])[CH3:20])[c:7]2[cH:8][c:9]([C:11]([F:12])([F:13])[F:14])[cH:10]1.